This data is from the Open Reaction Database (ORD), a public repository of structured organic reaction records. The task is: describe an organic reaction: reactants, conditions, products, and yield The product is Cl.CN(CCCC1N(C2=C(N3C4=C1C=CC=C4CC3)C=CC=C2)C(=O)NC)C (N,N-Dimethyl-7-(methylamino)carbonyl-1,2,6,7-tetrahydrobenzo[b]pyrrolo[3,2,1-jk][1,4]benzodiazepine-6-propanamine hydrochloride). Procedure: To a solution of 6.26 g of N,N-dimethyl-1,2,6,7-tetrahydrobenzo[b]pyrrolo[3,2,1-jk][1,4]benzodiazepine-6-propanamine in 125 ml of dry toluene was added 2.36 ml of methyl isocyanate, via syringe, under nitrogen. After stirring the mixture overnight at room temperature it was diluted with ether (500 ml) and the resulting solution was washed with water (2×250 ml) and saturated sodium chloride solution and thereafter dried over anhydrous sodium sulfate. Filtration and concentration in vacuo afforded... Reaction conditions: time 8 hour. Starting materials: CN(CCCC1NC2=C(N3C4=C1C=CC=C4CC3)C=CC=C2)C (N,N-dimethyl-1,2,6,7-tetrahydrobenzo[b]pyrrolo[3,2,1-jk][1,4]benzodiazepine-6-propanamine), CN=C=O (methyl isocyanate), Cl (hydrogen chloride). As a reaction SMILES: [CH3:1][N:2]([CH3:23])[CH2:3][CH2:4][CH2:5][CH:6]1[C:12]2[CH:13]=[CH:14][CH:15]=[C:16]3[CH2:17][CH2:18][N:10]([C:11]=23)[C:9]2[CH:19]=[CH:20][CH:21]=[CH:22][C:8]=2[NH:7]1.[CH3:24][N:25]=[C:26]=[O:27].[ClH:28]>C1(C)C=CC=CC=1.CCOCC.CCOCC.CO>[ClH:28].[CH3:23][N:2]([CH3:1])[CH2:3][CH2:4][CH2:5][CH:6]1[C:12]2[CH:13]=[CH:14][CH:15]=[C:16]3[CH2:17][CH2:18][N:10]([C:11]=23)[C:9]2[CH:19]=[CH:20][CH:21]=[CH:22][C:8]=2[N:7]1[C:26]([NH:25][CH3:24])=[O:27] |f:5.6,7.8|. Solvent: CCOCC (ether), C1(=CC=CC=C1)C (toluene), CCOCC.CO (ether methanol). Starting materials: complex 1, C1(=CC=CC=C1)N(C(CCCCCCC)=O)C1=CC=CC=C1 (N,N-diphenyloctanamide). The solvent is ClCCl (dichloromethane). Reaction conditions: temperature 100 celsius. The product is C1(=CC=CC=C1)NC1=CC=CC=C1 (N,N-diphenylamine). Yield: 94.6%. As a reaction SMILES: [C:1]1([N:7]([C:17]2[CH:22]=[CH:21][CH:20]=[CH:19][CH:18]=2)C(=O)CCCCCCC)[CH:6]=[CH:5][CH:4]=[CH:3][CH:2]=1>ClCCl>[C:17]1([NH:7][C:1]2[CH:2]=[CH:3][CH:4]=[CH:5][CH:6]=2)[CH:18]=[CH:19][CH:20]=[CH:21][CH:22]=1. Reported procedure: 0.01 mmol of the complex 1 produced in Example 1 and 5 mmol of N,N-diphenyloctanamide were placed in a 50 mL-autoclave equipped with a stirrer, and the autoclave was purged with nitrogen. 1.5 mL of methanol and 2.5 mL of methanol solution of 2.0 M sodium methoxide were added to the autoclave, and the autoclave was purged with hydrogen. The resulting mixture was stirred under hydrogen atmosphere (5 MPa) and 100 degrees C. for 16 hours to obtain a reaction solution. After the completion of reactio... The product is CC(=O)Oc1ccccc1C1OCCO1. RXN SMILES: [C:1]([CH3:2])(=[O:3])[O:4][c:5]1[c:6]([CH:7]=[O:8])[cH:9][cH:10][cH:11][cH:12]1.[CH2:13]([CH2:14][OH:15])[OH:16].[OH2:17].[cH:18]1[cH:19][cH:20][cH:21][cH:22][cH:23]1>>[C:1]([CH3:2])(=[O:3])[O:4][c:5]1[c:6]([CH:7]2[O:8][CH2:13][CH2:14][O:15]2)[cH:9][cH:10][cH:11][cH:12]1. The reactants are CC(=O)Oc1ccccc1C=O, OCCO, O, c1ccccc1. Reactants: C(C)(=O)N1C(C(C2=CC=C(C=C12)C(=O)OC)=C(C1=CC=CC=C1)OCC)=O (1-acetyl-3-(1-ethoxy-1-phenylmethylene)-6-methoxycarbonyl-2-indolinone), C(C)(C)(C)OC(=O)N1CCN(CC1)CCC(=O)N(C1=CC=C(C=C1)N)C (N-((2-(4-tert.butoxycarbonyl-piperazin-1-yl)-ethyl)-carbonyl)-N-methyl-p-phenylenediamine). Yields the product C(C)(C)(C)OC(=O)N1CCN(CC1)CCC(=O)N(C)C1=CC=C(N\C(\C2=CC=CC=C2)=C\2/C(NC3=CC(=CC=C23)C(=O)OC)=O)C=C1 (3-Z-[1-(4-(N-((2-(4-tert.butoxycarbonyl-piperazin-1-yl)-ethyl)-carbonyl)-N-methyl-amino)-anilino)-1-phenyl-methylene]-6-methoxycarbonyl-2-indolinone). As a reaction SMILES: C([N:4]1[C:12]2[C:7](=[CH:8][CH:9]=[C:10]([C:13]([O:15][CH3:16])=[O:14])[CH:11]=2)[C:6](=[C:17](OCC)[C:18]2[CH:23]=[CH:22][CH:21]=[CH:20][CH:19]=2)[C:5]1=[O:27])(=O)C.[C:28]([O:32][C:33]([N:35]1[CH2:40][CH2:39][N:38]([CH2:41][CH2:42][C:43]([N:45]([CH3:53])[C:46]2[CH:51]=[CH:50][C:49]([NH2:52])=[CH:48][CH:47]=2)=[O:44])[CH2:37][CH2:36]1)=[O:34])([CH3:31])([CH3:30])[CH3:29]>>[C:28]([O:32][C:33]([N:35]1[CH2:40][CH2:39][N:38]([CH2:41][CH2:42][C:43]([N:45]([C:46]2[CH:51]=[CH:50][C:49]([NH:52]/[C:17](=[C:6]3\[C:5](=[O:27])[NH:4][C:12]4[C:7]\3=[CH:8][CH:9]=[C:10]([C:13]([O:15][CH3:16])=[O:14])[CH:11]=4)/[C:18]3[CH:19]=[CH:20][CH:21]=[CH:22][CH:23]=3)=[CH:48][CH:47]=2)[CH3:53])=[O:44])[CH2:37][CH2:36]1)=[O:34])([CH3:31])([CH3:29])[CH3:30]. Procedure details: Prepared from 1-acetyl-3-(1-ethoxy-1-phenylmethylene)-6-methoxycarbonyl-2-indolinone and N-((2-(4-tert.butoxycarbonyl-piperazin-1-yl)-ethyl)-carbonyl)-N-methyl-p-phenylenediamine Rf value: 0.8 (silica gel, methylene chloride/methanol=5:1) C36H41N5O6 The reactants are COC(=O)C(CCCCCCC(=O)OC)(CCCC(CCCCC)OC(C)=O)S(=O)(=O)C (methyl 8-methoxycarbonyl-8-methylsulfonyl-12-acetoxyheptadecanoate), COC(=O)C(CCCCCCC(=O)OC)(CC#C[C@H](CCCCC)OC(C)=O)S(=O)(=O)C (methyl 8-methoxycarbonyl-8-methylsulfonyl-12(S)-acetoxy-10-heptadecynoate). The product is CS(=O)(=O)C(CCCCCCC(=O)OC)CC#C[C@H](CCCCC)OC(C)=O (methyl 8-methylsulfonyl-12(S)-acetoxy-10-heptadecynoate). RXN SMILES: COC([C:5]([S:29]([CH3:32])(=[O:31])=[O:30])([CH2:16][CH2:17][CH2:18][CH:19]([O:25][C:26](=[O:28])[CH3:27])[CH2:20][CH2:21][CH2:22][CH2:23][CH3:24])[CH2:6][CH2:7][CH2:8][CH2:9][CH2:10][CH2:11][C:12]([O:14][CH3:15])=[O:13])=O.COC(C(S(C)(=O)=O)(CC#C[C@@H](OC(=O)C)CCCCC)CCCCCCC(OC)=O)=O>>[CH3:32][S:29]([CH:5]([CH2:16][C:17]#[C:18][C@@H:19]([O:25][C:26](=[O:28])[CH3:27])[CH2:20][CH2:21][CH2:22][CH2:23][CH3:24])[CH2:6][CH2:7][CH2:8][CH2:9][CH2:10][CH2:11][C:12]([O:14][CH3:15])=[O:13])(=[O:30])=[O:31]. Procedure details: The synthesis of this compound is carried out by the method of Example 3, Step D, except that methyl 8-methoxycarbonyl-8-methylsulfonyl-12-acetoxyheptadecanoate is replaced by an equivalent quantity of methyl 8-methoxycarbonyl-8-methylsulfonyl-12(S)-acetoxy-10-heptadecynoate. Reactants: [Li]CCCC, CN(C)C(=O)CCl, Cl, Fc1ccc(-c2ccco2)cc1, C1CCOC1. Yields the product O=C(CCl)c1ccc(-c2ccc(F)cc2)o1. Reaction SMILES: [CH2:1]([Li:2])[CH2:3][CH2:4][CH3:5].[Cl:18][CH2:19][C:20](=[O:21])[N:22]([CH3:23])[CH3:24].[ClH:25].[F:6][c:7]1[cH:8][cH:9][c:10](-[c:13]2[o:14][cH:15][cH:16][cH:17]2)[cH:11][cH:12]1.[O:26]1[CH2:27][CH2:28][CH2:29][CH2:30]1>>[F:6][c:7]1[cH:8][cH:9][c:10](-[c:13]2[o:14][c:15]([C:20]([CH2:19][Cl:18])=[O:21])[cH:16][cH:17]2)[cH:11][cH:12]1. The reactants are BrCCCCCCBr, [Na+], [OH-], O, OCCCCc1cc2ccccc2o1. Product: BrCCCCCCOCCCCc1cc2ccccc2o1. As a reaction SMILES: [Br:15][CH2:16][CH2:17][CH2:18][CH2:19][CH2:20][CH2:21][Br:22].[Na+:24].[OH-:23].[OH2:25].[o:1]1[c:2]2[c:3]([cH:4][c:5]1[CH2:6][CH2:7][CH2:8][CH2:9][OH:10])[cH:11][cH:12][cH:13][cH:14]2>>[o:1]1[c:2]2[c:3]([cH:4][c:5]1[CH2:6][CH2:7][CH2:8][CH2:9][O:10][CH2:21][CH2:20][CH2:19][CH2:18][CH2:17][CH2:16][Br:15])[cH:11][cH:12][cH:13][cH:14]2.